Task: describe an organic reaction: reactants, conditions, products, and yield. Dataset: the Open Reaction Database (ORD), a public repository of structured organic reaction records RXN SMILES: [Cl:1][C:2]1[CH:13]=[C:12]([F:14])[C:11]([N:15]2[C:20](=[O:21])[C:19]3[CH2:22][CH2:23][CH2:24][C:18]=3[NH:17][C:16]2=[O:25])=[CH:10][C:3]=1[C:4]([O:6][CH:7]([CH3:9])[CH3:8])=[O:5].[H-].[Na+].[C:28](Cl)(=[O:30])[CH3:29]>CN(C)C=O.C(OCC)(=O)C>[Cl:1][C:2]1[CH:13]=[C:12]([F:14])[C:11]([N:15]2[C:20](=[O:21])[C:19]3[CH2:22][CH2:23][CH2:24][C:18]=3[N:17]([C:28](=[O:30])[CH3:29])[C:16]2=[O:25])=[CH:10][C:3]=1[C:4]([O:6][CH:7]([CH3:9])[CH3:8])=[O:5] |f:1.2|. The reactants are ClC1=C(C(=O)OC(C)C)C=C(C(=C1)F)N1C(NC2=C(C1=O)CCC2)=O (isopropyl 2-chloro-4-fluoro-5-(1,2,4,5,6,7-hexahydro-2,4-dioxo-3H-cyclopenta[d]pyrimidin-3-yl)-benzoate), [H-].[Na+] (sodium hydride), C(C)(=O)Cl (acetyl chloride). Reported procedure: A solution of 3.6 g of isopropyl 2-chloro-4-fluoro-5-(1,2,4,5,6,7-hexahydro-2,4-dioxo-3H-cyclopenta[d]pyrimidin-3-yl)-benzoate in 50 ml of absolute dimethylformamide is stirred at room temperature for 2 hours with 0.43 g of a 55% sodium hydride dispersion. A solution of 0.93 g of acetyl chloride in 10 ml of absolute dimethylformamide is subsequently added dropwise during 10 minutes and the mixture is stirred for 2 hours. The reaction mixture is dissolved in 100 ml of ethyl acetate and the soluti... Reaction conditions: time 2 hour. Solvent: CN(C=O)C (dimethylformamide), CN(C=O)C (dimethylformamide), C(C)(=O)OCC (ethyl acetate). Product: ClC1=C(C(=O)OC(C)C)C=C(C(=C1)F)N1C(N(C2=C(C1=O)CCC2)C(C)=O)=O (isopropyl 2-chloro-4-fluoro-5-(1,2,4,5,6,7-hexahydro-1-acetyl-2,4-dioxo-3H-cyclopenta[d]pyrimidin-3-yl)-benzoate). Starting materials: C([C@H]1[C@@H]([C@@H]([C@@H]([C@H](O1)O[C@]2([C@H]([C@@H]([C@H](O2)CCl)O)O)CCl)O)O)Cl)O (sucralose), C(C)N([C@@H](CCCNC(N)=N)C(=O)O)C(CCCCCCCCCCC)=O (ethyl lauroyl arginine), hydroxyl, starch, Tween 80, starch, carrageenan, N[C@@H](CCCNC(N)=N)C(=O)O (arginine), hydrochloride salt, Methocel. Solvent: O (water), O (water). Conditions: time 20 minute. Product: hydrochloride salt, Cl.C(C)N([C@@H](CCCNC(N)=N)C(=O)O)C(CCCCCCCCCCC)=O (ethyl lauroyl arginine HCL). As a reaction SMILES: N[C@H](C(O)=O)CCCNC(=N)N.[CH2:13]([N:15]([C:27](=[O:39])[CH2:28][CH2:29][CH2:30][CH2:31][CH2:32][CH2:33][CH2:34][CH2:35][CH2:36][CH2:37][CH3:38])[C@H:16]([C:24]([OH:26])=[O:25])[CH2:17][CH2:18][CH2:19][NH:20][C:21](=[NH:23])[NH2:22])[CH3:14].C(O)[C@@H]1O[C@H](O[C@]2(CCl)O[C@H](C[Cl:54])[C@@H](O)[C@@H]2O)[C@@H](O)[C@@H](O)[C@H]1Cl>O>[ClH:54].[CH2:13]([N:15]([C:27](=[O:39])[CH2:28][CH2:29][CH2:30][CH2:31][CH2:32][CH2:33][CH2:34][CH2:35][CH2:36][CH2:37][CH3:38])[C@H:16]([C:24]([OH:26])=[O:25])[CH2:17][CH2:18][CH2:19][NH:20][C:21](=[NH:22])[NH2:23])[CH3:14] |f:4.5|. Procedure: A series of films containing varying amounts of the arginine derivative compound they hydrochloride salt of ethyl lauroyl arginine designated Compositions A, B and C were prepared by using the ingredients listed in Table VI below. In preparing the film, the hydroxyl propylmethylcellulose polymer ingredient (Methocel E5LV) and carrageenan as added at a temperature of 70° C. to 90° C., to half the amount of total deionized water used, and the solution stirred for 20 minutes at a slow speed using I... Product: CNCCCN(C)C(=O)c1ccc(NCCC(=O)N(C)CCN2CCC(OC(=O)Nc3ccccc3-c3ccccc3)CC2)cc1. As a reaction SMILES: [CH3:61][CH2:62][OH:63].[ClH:60].[O:54]1[CH2:55][CH2:56][O:57][CH2:58][CH2:59]1.[c:1]1(-[c:48]2[cH:49][cH:50][cH:51][cH:52][cH:53]2)[c:2]([NH:7][C:8]([O:9][CH:10]2[CH2:11][CH2:12][N:13]([CH2:16][CH2:17][N:18]([CH3:19])[C:20]([CH2:21][CH2:22][NH:23][c:24]3[cH:25][cH:26][c:27]([C:30]([N:31]([CH3:32])[CH2:33][CH2:34][CH2:35][N:36]([CH3:37])[C:38]([O:39][C:40]([CH3:41])([CH3:42])[CH3:43])=[O:44])=[O:45])[cH:28][cH:29]3)=[O:46])[CH2:14][CH2:15]2)=[O:47])[cH:3][cH:4][cH:5][cH:6]1>>[c:1]1(-[c:48]2[cH:49][cH:50][cH:51][cH:52][cH:53]2)[c:2]([NH:7][C:8]([O:9][CH:10]2[CH2:11][CH2:12][N:13]([CH2:16][CH2:17][N:18]([CH3:19])[C:20]([CH2:21][CH2:22][NH:23][c:24]3[cH:25][cH:26][c:27]([C:30]([N:31]([CH3:32])[CH2:33][CH2:34][CH2:35][NH:36][CH3:37])=[O:45])[cH:28][cH:29]3)=[O:46])[CH2:14][CH2:15]2)=[O:47])[cH:3][cH:4][cH:5][cH:6]1. The reactants are CCO, Cl, C1COCCO1, CN(CCN1CCC(OC(=O)Nc2ccccc2-c2ccccc2)CC1)C(=O)CCNc1ccc(C(=O)N(C)CCCN(C)C(=O)OC(C)(C)C)cc1. Conditions: time 10 minute. Reaction SMILES: [F:1][C:2]1[CH:7]=[CH:6][C:5]([CH:8]2[O:12]C(=O)[N:10]([C:14]([O:16][C:17]([CH3:20])([CH3:19])[CH3:18])=[O:15])[CH:9]2[CH2:21][C:22]2[O:23][C:24]([C:27]([F:30])([F:29])[F:28])=[CH:25][CH:26]=2)=[CH:4][CH:3]=1.[OH-].[Na+].O>CO>[F:1][C:2]1[CH:7]=[CH:6][C:5]([CH:8]([OH:12])[CH:9]([NH:10][C:14](=[O:15])[O:16][C:17]([CH3:18])([CH3:20])[CH3:19])[CH2:21][C:22]2[O:23][C:24]([C:27]([F:30])([F:29])[F:28])=[CH:25][CH:26]=2)=[CH:4][CH:3]=1 |f:1.2|. Product: FC1=CC=C(C=C1)C(C(CC=1OC(=CC1)C(F)(F)F)NC(OC(C)(C)C)=O)O (1,1-dimethylethyl (1RS,2SR)-2-(4-fluorophenyl)-2-hydroxy-1-((5-(trifluoromethyl)-2-furanyl)methyl)ethylcarbamate). Run in CO (methanol), CO (methanol). The yield is 99.7%. Procedure: To 1,1-dimethylethyl (4RS,5SR)-5-(4-fluorophenyl)-2-oxo-4-((5-(trifluoromethyl)-2-furanyl)methyl)-1,3-oxazolidine-3-carboxylate (1.91 g, 4.45 mmol) in methanol (10.7 ml) was added a methanol solution (10.7 ml, 5.35 mmol) of 0.5N sodium hydroxide under ice-cooling and the mixture was stirred at room temperature for 10 min. Water (50 ml) was added to the reaction solution and the mixture was extracted with ethyl acetate (50 ml×2). The extract was washed with saturated brine, dried over anhydrous m... The reactants are FC1=CC=C(C=C1)C1C(N(C(O1)=O)C(=O)OC(C)(C)C)CC=1OC(=CC1)C(F)(F)F (1,1-dimethylethyl (4RS,5SR)-5-(4-fluorophenyl)-2-oxo-4-((5-(trifluoromethyl)-2-furanyl)methyl)-1,3-oxazolidine-3-carboxylate), [OH-].[Na+] (sodium hydroxide), O (Water). The reactants are NC=1C=C(C(=O)O)C=CC1 (3-aminobenzoic acid), CC1=NN(C(=C1)C)C(=N)N.[N+](=O)(O)[O-] (3,5-dimethyl(pyrazole-1-carboxamidine) HNO3), CCN(C(C)C)C(C)C (DIEA), O (H2O). Solvent: O1CCOCC1 (dioxane). Conditions: time 8 hour. Yields the product NN=CNC=1C=C(C(=O)O)C=CC1 (3-[(aminoiminomethyl)amino]benzoic acid). Yield: 63.5%. Reaction SMILES: [NH2:1][C:2]1[CH:3]=[C:4]([CH:8]=[CH:9][CH:10]=1)[C:5]([OH:7])=[O:6].C[C:12]1C=C(C)[N:14](C(N)=N)[N:13]=1.[N+]([O-])(O)=O.CCN(C(C)C)C(C)C.O>O1CCOCC1>[NH2:14][N:13]=[CH:12][NH:1][C:2]1[CH:3]=[C:4]([CH:8]=[CH:9][CH:10]=1)[C:5]([OH:7])=[O:6] |f:1.2|. Procedure: A solution of 3-aminobenzoic acid (41.1 g) in dioxane (300 ml) was treated with 3,5-dimethyl(pyrazole-1-carboxamidine) HNO3 (100 g), DIEA (90 ml) and H2O (100 ml). The reaction was refluxed for 3 hours and stirred overnight at room temperature. The solid was filtered and washed with dioxane (150 ml) and 1:1 dioxane:H2O (250 ml). The solid was then suspended in diethyl ether (400 ml) and CH3CN (100 ml) and treated with 4N HCl/dioxane (100 ml) and 20% HCl (1 ml). After 48 hours, the reaction was f... RXN SMILES: [F:15][c:16]1[c:17]2[c:18]([n:19][cH:20][c:21]1[O:22][CH2:23][CH2:24][O:25][CH3:26])[nH:27][cH:28][c:29]2[NH:30][C:31](=[O:32])[CH:33]1[CH2:34][CH2:35]1.[NH:1]1[CH2:2][CH:3]([NH:7][C:8]([O:9][C:10]([CH3:11])([CH3:12])[CH3:13])=[O:14])[CH2:4][CH2:5][CH2:6]1>>[N:1]1([c:16]2[c:17]3[c:18]([n:19][cH:20][c:21]2[O:22][CH2:23][CH2:24][O:25][CH3:26])[nH:27][cH:28][c:29]3[NH:30][C:31](=[O:32])[CH:33]2[CH2:34][CH2:35]2)[CH2:2][CH:3]([NH:7][C:8]([O:9][C:10]([CH3:11])([CH3:12])[CH3:13])=[O:14])[CH2:4][CH2:5][CH2:6]1. The product is COCCOc1cnc2[nH]cc(NC(=O)C3CC3)c2c1N1CCCC(NC(=O)OC(C)(C)C)C1. The reactants are COCCOc1cnc2[nH]cc(NC(=O)C3CC3)c2c1F, CC(C)(C)OC(=O)NC1CCCNC1.